From a dataset of the Open Reaction Database (ORD), a public repository of structured organic reaction records. describe an organic reaction: reactants, conditions, products, and yield RXN SMILES: [CH2:39]([N:40]=[C:41]=[N:42][CH2:43][CH2:44][CH2:45][N:46]([CH3:47])[CH3:48])[CH3:49].[CH3:61][C:62]#[N:63].[ClH:38].[NH2:1][CH:2]([CH:3]([OH:4])[c:5]1[cH:6][c:7]([Cl:11])[cH:8][cH:9][cH:10]1)[CH2:12][c:13]1[cH:14][cH:15][c:16]([O:19][C:20]([CH3:21])([CH3:22])[CH3:23])[cH:17][cH:18]1.[OH2:50].[OH2:64].[OH:51][n:52]1[c:53]2[cH:54][cH:55][cH:56][cH:57][c:58]2[n:59][n:60]1.[c:24]1([C:35](=[O:36])[OH:37])[cH:25][cH:26][cH:27][c:28]2[c:29]1[CH:30]=[CH:31][CH2:32][CH2:33][CH2:34]2>>[NH:1]([CH:2]([CH:3]([OH:4])[c:5]1[cH:6][c:7]([Cl:11])[cH:8][cH:9][cH:10]1)[CH2:12][c:13]1[cH:14][cH:15][c:16]([O:19][C:20]([CH3:21])([CH3:22])[CH3:23])[cH:17][cH:18]1)[C:35]([c:24]1[cH:25][cH:26][cH:27][c:28]2[c:29]1[CH:30]=[CH:31][CH2:32][CH2:33][CH2:34]2)=[O:36]. Product: CC(C)(C)Oc1ccc(CC(NC(=O)c2cccc3c2C=CCCC3)C(O)c2cccc(Cl)c2)cc1. The reactants are CCN=C=NCCCN(C)C, CC#N, Cl, CC(C)(C)Oc1ccc(CC(N)C(O)c2cccc(Cl)c2)cc1, O, O, On1nnc2ccccc21, O=C(O)c1cccc2c1C=CCCC2.